Dataset: the Open Reaction Database (ORD), a public repository of structured organic reaction records. Task: describe an organic reaction: reactants, conditions, products, and yield The reactants are C(C)(C)N(C(C)C)CC (N,N-diisopropylethylamine), FC(C1=CC=C(C=C1)NC=1C2=C(N=CN1)CNCC2)(F)F (N-(4-(trifluoromethyl)phenyl)-5,6,7,8-tetrahydropyrido[3,4-d]pyrimidin-4-amine), ClC1=NC=CC=C1C(F)(F)F (2-chloro-3-(trifluoromethyl)pyridine). Run at temperature 180 celsius. The product is FC(C1=CC=C(C=C1)NC=1C2=C(N=CN1)CN(CC2)C2=NC=CC=C2C(F)(F)F)(F)F ((4-Trifluoromethyl-phenyl)-[7-(3-trifluoromethyl-pyridin-2-yl)-5,6,7,8-tetrahydro-pyrido[3,4-d]pyrimidin-4-yl]-amine), light yellow solid. As a reaction SMILES: [F:1][C:2]([F:21])([F:20])[C:3]1[CH:8]=[CH:7][C:6]([NH:9][C:10]2[C:11]3[CH2:19][CH2:18][NH:17][CH2:16][C:12]=3[N:13]=[CH:14][N:15]=2)=[CH:5][CH:4]=1.Cl[C:23]1[C:28]([C:29]([F:32])([F:31])[F:30])=[CH:27][CH:26]=[CH:25][N:24]=1.C(N(CC)C(C)C)(C)C>>[F:21][C:2]([F:1])([F:20])[C:3]1[CH:4]=[CH:5][C:6]([NH:9][C:10]2[C:11]3[CH2:19][CH2:18][N:17]([C:23]4[C:28]([C:29]([F:32])([F:31])[F:30])=[CH:27][CH:26]=[CH:25][N:24]=4)[CH2:16][C:12]=3[N:13]=[CH:14][N:15]=2)=[CH:7][CH:8]=1. Procedure: The title compound was prepared according to the procedure given for Example 9 using N-(4-(trifluoromethyl)phenyl)-5,6,7,8-tetrahydropyrido[3,4-d]pyrimidin-4-amine (0.150 g, 0.51 mmol), 2-chloro-3-(trifluoromethyl)pyridine (0.185 g, 0.10 mmol), N,N-diisopropylethylamine (0.133 mL, 0.76 mmol) and heating the reaction mixture 6 h at 180° C. to obtain 0.130 g of a light yellow solid. The reactants are C1(CCCCC1)NC1CCCCC1 (dicyclohexylamine), IC=1C=C(C(=O)O)C=CC1 (3-iodobenzoic acid), S(=O)(Cl)Cl (thionyl chloride). Solvent: ClCCl (dichloromethane). Reaction conditions: time 1 hour. The product is IC=1C=C(C(=O)Cl)C=CC1 (3-Iodobenzoyl chloride). RXN SMILES: [I:1][C:2]1[CH:3]=[C:4]([CH:8]=[CH:9][CH:10]=1)[C:5](O)=[O:6].C1(NC2CCCCC2)CCCCC1.S(Cl)([Cl:26])=O>ClCCl>[I:1][C:2]1[CH:3]=[C:4]([CH:8]=[CH:9][CH:10]=1)[C:5]([Cl:26])=[O:6]. Procedure: A solution of 15 g (0.06 mol) of 3-iodobenzoic acid in 100 ml of anhydrous dichloromethane is introduced into a round-bottomed flask, 13 ml (0.063 mol) of dicyclohexylamine are added and the mixture is stirred for one hour. 4.6 ml (0.063 mol) of thionyl chloride are then added and the mixture is stirred for one hour. The mixture is evaporated to dryness, the residue is taken up in anhydrous ethyl ether, the dicyclohexylamine salt is filtered off and the filtrate is evaporated. 17 g (100%) of the... Reactants: COC(C=CC12CCC(CC1)(CC2)C2=NC=1N(C(NC(C1N2)=O)=O)CCC)=O (3-[4-(2,6-Dioxo-3-propyl-2,3,6,7-tetrahydro-1H-purin-8-yl)-bicyclo[2.2.2]oct-1-yl]-acrylic acid methyl ester). The reagents and catalysts are [Pd] (Pd). The solvent is C1CCOC1 (THF). Reaction conditions: time 6 hour. Product: COC(CCC12CCC(CC1)(CC2)C2=NC=1N(C(NC(C1N2)=O)=O)CCC)=O (3-[4-(2,6-Dioxo-3-propyl-2,3,6,7-tetrahydro-1H-purin-8-yl)-bicyclo[2.2.2]oct-1-yl]-propionic acid methyl ester). Isolated yield 92.8%. RXN SMILES: [CH3:1][O:2][C:3](=[O:28])[CH:4]=[CH:5][C:6]12[CH2:13][CH2:12][C:9]([C:14]3[NH:22][C:21]4[C:20](=[O:23])[NH:19][C:18](=[O:24])[N:17]([CH2:25][CH2:26][CH3:27])[C:16]=4[N:15]=3)([CH2:10][CH2:11]1)[CH2:8][CH2:7]2>C1COCC1.[Pd]>[CH3:1][O:2][C:3](=[O:28])[CH2:4][CH2:5][C:6]12[CH2:11][CH2:10][C:9]([C:14]3[NH:22][C:21]4[C:20](=[O:23])[NH:19][C:18](=[O:24])[N:17]([CH2:25][CH2:26][CH3:27])[C:16]=4[N:15]=3)([CH2:8][CH2:7]1)[CH2:12][CH2:13]2. Reported procedure: 3-[4-(2,6-Dioxo-3-propyl-2,3,6,7-tetrahydro-1H-purin-8-yl)-bicyclo[2.2.2]oct-1-yl]-acrylic acid methyl ester (300 mg) was dissolved in 20 mL of THF. 10%Pd on C (25 mg) was added and the resulting reaction mixture was hydrogenated under 50 psi of H2 at rt for 6 h. The reaction mixture was filtered through Celite and the filtrate was concentrated under reduced pressure to afford 280 mg of the desired product. Reactants: CO, [Cl-], CCc1c(C(=O)OC)cc(Cl)cc1[N+](=O)[O-], [Fe], [NH4+], O. Yields the product CCc1c(N)cc(Cl)cc1C(=O)OC. Reaction SMILES: [CH3:20][OH:21].[Cl-:17].[Cl:1][c:2]1[cH:3][c:4]([N+:14]([O-:15])=[O:16])[c:5]([CH2:12][CH3:13])[c:6]([C:7](=[O:8])[O:9][CH3:10])[cH:11]1.[Fe:22].[NH4+:18].[OH2:19]>>[Cl:1][c:2]1[cH:3][c:4]([NH2:14])[c:5]([CH2:12][CH3:13])[c:6]([C:7](=[O:8])[O:9][CH3:10])[cH:11]1. The reactants are BrC1=CC=C(C=C1)[C@@H](C1=C(C=C(C=C1)F)F)N[C@H](C(=O)O)CC(C)C ((2S)-2-{(S)-[(4-bromophenyl)-(2,4-difluorophenyl)-methyl]-amino}-4-methyl-pentanoic acid), NCC#N (amino acetonitrile). Product: C(#N)CNC([C@H](CC(C)C)N[C@H](C1=C(C=C(C=C1)F)F)C1=CC=C(C=C1)Br)=O ((2S)-2-{(S)-[(4-bromophenyl)-(2,4-difluorophenyl)-methyl]-amino}-4-methylpentanoic acid cyanomethylamide). Reaction SMILES: [Br:1][C:2]1[CH:7]=[CH:6][C:5]([C@H:8]([NH:17][C@@H:18]([CH2:22][CH:23]([CH3:25])[CH3:24])[C:19](O)=[O:20])[C:9]2[CH:14]=[CH:13][C:12]([F:15])=[CH:11][C:10]=2[F:16])=[CH:4][CH:3]=1.[NH2:26][CH2:27][C:28]#[N:29]>>[C:27]([CH2:28][NH:29][C:19](=[O:20])[C@@H:18]([NH:17][C@@H:8]([C:5]1[CH:4]=[CH:3][C:2]([Br:1])=[CH:7][CH:6]=1)[C:9]1[CH:14]=[CH:13][C:12]([F:15])=[CH:11][C:10]=1[F:16])[CH2:22][CH:23]([CH3:24])[CH3:25])#[N:26]. Reported procedure: Using the procedure mentioned in the Step 4 of Example 19, (2S)-2-{(S)-[(4-bromophenyl)-(2,4-difluorophenyl)-methyl]-amino}-4-methyl-pentanoic acid was coupled with amino acetonitrile to give (2S)-2-{(S)-[(4-bromophenyl)-(2,4-difluorophenyl)-methyl]-amino}-4-methylpentanoic acid cyanomethylamide as a white solid.